This data is from the Open Reaction Database (ORD), a public repository of structured organic reaction records. The task is: describe an organic reaction: reactants, conditions, products, and yield The product is ON1[C@@H]2CC[C@@H](N(C1=O)C2)C(=O)NNS(=O)(=O)C ((2R,5R)-6-hydroxy-N′-(methylsulfonyl)-7-oxo-1,6-diazabicyclo[3.2.1]octane-2-carbohydrazide). The reagents and catalysts are [Pd] (Pd/C). RXN SMILES: C([O:8][N:9]1[C:15](=[O:16])[N:14]2[CH2:17][C@H:10]1[CH2:11][CH2:12][C@@H:13]2[C:18]([NH:20][NH:21][S:22]([CH3:25])(=[O:24])=[O:23])=[O:19])C1C=CC=CC=1.[H][H]>CO.[Pd]>[OH:8][N:9]1[C:15](=[O:16])[N:14]2[CH2:17][C@H:10]1[CH2:11][CH2:12][C@@H:13]2[C:18]([NH:20][NH:21][S:22]([CH3:25])(=[O:24])=[O:23])=[O:19]. Reactants: C(C1=CC=CC=C1)ON1[C@@H]2CC[C@@H](N(C1=O)C2)C(=O)NNS(=O)(=O)C ((2R,5R)-6-(benzyloxy)-N′-(methylsulfonyl)-7-oxo-1,6-diazabicyclo[3.2.1]octane-2-carbohydrazide), [H][H] (hydrogen). Yield: 98.8%. Solvent: CO (methanol). Procedure: To a solution of (2R,5R)-6-(benzyloxy)-N′-(methylsulfonyl)-7-oxo-1,6-diazabicyclo[3.2.1]octane-2-carbohydrazide 188 (0.37 g, 1.044 mml) in methanol (35 mL) was added 5% Pd/C (0.40 g). The mixture was hydrogenated under 10 psi hydrogen atmosphere at room temperature for 1 h. The catalyst was filtered through Celite and the filtrate was evaporated to give (2R,5R)-6-hydroxy-N′-(methylsulfonyl)-7-oxo-1,6-diazabicyclo[3.2.1]octane-2-carbohydrazide 189 (0.276 g, 99%) as a colorless foam.